Task: describe an organic reaction: reactants, conditions, products, and yield. Dataset: the Open Reaction Database (ORD), a public repository of structured organic reaction records The reactants are CC1=NC2=CC=CC(=C2C=C1)N1CCN(CC1)CCC=1C=C(N)C=CC1 (3-{2-[4-(2-Methyl-5-quinolinyl)-1-piperazinyl]ethyl}aniline), ClC1=CC2=C(C(OC2=O)=O)C=C1Cl (5,6-dichloro-2-benzofuran-1,3-dione). Yields the product ClC=1C=C2C(N(C(C2=CC1Cl)=O)C1=CC(=CC=C1)CCN1CCN(CC1)C1=C2C=CC(=NC2=CC=C1)C)=O (5,6-dichloro-2-(3-{2-[4-(2-methyl-5-quinolinyl)-1-piperazinyl]ethyl}phenyl)-1H-isoindole-1,3(2H)-dione). RXN SMILES: [CH3:1][C:2]1[CH:11]=[CH:10][C:9]2[C:4](=[CH:5][CH:6]=[CH:7][C:8]=2[N:12]2[CH2:17][CH2:16][N:15]([CH2:18][CH2:19][C:20]3[CH:21]=[C:22]([CH:24]=[CH:25][CH:26]=3)[NH2:23])[CH2:14][CH2:13]2)[N:3]=1.[Cl:27][C:28]1[C:38]([Cl:39])=[CH:37][C:31]2[C:32](=O)[O:33][C:34](=[O:35])[C:30]=2[CH:29]=1>>[Cl:27][C:28]1[CH:29]=[C:30]2[C:31](=[CH:37][C:38]=1[Cl:39])[C:32](=[O:33])[N:23]([C:22]1[CH:24]=[CH:25][CH:26]=[C:20]([CH2:19][CH2:18][N:15]3[CH2:14][CH2:13][N:12]([C:8]4[CH:7]=[CH:6][CH:5]=[C:4]5[C:9]=4[CH:10]=[CH:11][C:2]([CH3:1])=[N:3]5)[CH2:17][CH2:16]3)[CH:21]=1)[C:34]2=[O:35]. Procedure details: Prepared from 3-{2-[4-(2-methyl-5-quinolinyl)-1-piperazinyl]ethyl}aniline (D6) and 5,6-dichloro-2-benzofuran-1,3-dione according to Method I.